This data is from the Open Reaction Database (ORD), a public repository of structured organic reaction records. The task is: describe an organic reaction: reactants, conditions, products, and yield Starting materials: BrC=1C=CC(=NC1)OC (5-bromo-2-methoxy-pyridine), C(CCC)[Li] (n-butyllithium), CC(=O)C1=CC(=CC=C1)Br (3-bromo acetophenone), C1CCCCC1.CCOC(=O)C (cyclohexane AcOEt). Run in O1CCCC1 (tetrahydrofuran), O1CCCC1 (tetrahydrofuran). Conditions: temperature -78 celsius, time 1 hour. The product is BrC=1C=C(C=CC1)C(=C)C=1C=CC(=NC1)OC (5-[1-(3-Bromo-phenyl)-vinyl]-2-methoxy-pyridine). As a reaction SMILES: Br[C:2]1[CH:3]=[CH:4][C:5]([O:8][CH3:9])=[N:6][CH:7]=1.C([Li])CCC.[CH3:15][C:16]([C:18]1[CH:23]=[CH:22][CH:21]=[C:20]([Br:24])[CH:19]=1)=O.C1CCCCC1.CCOC(C)=O>O1CCCC1>[Br:24][C:20]1[CH:19]=[C:18]([C:16]([C:2]2[CH:3]=[CH:4][C:5]([O:8][CH3:9])=[N:6][CH:7]=2)=[CH2:15])[CH:23]=[CH:22][CH:21]=1 |f:3.4|. Procedure: A solution of 5-bromo-2-methoxy-pyridine (10.0 g, 1 eq) in dry tetrahydrofuran (50 ml) was treated dropwise at −78° C. under a nitrogen atmosphere with n-butyllithium (1.6N in hexane, 30 ml, 0.9 eq). The mixture was stirred at −78° C. for 1 hour, then was added a solution of 3-bromo acetophenone (7.7 ml, 1.1 eq) in dry tetrahydrofuran (20 mL) at −78° C. The mixture was then allowed to warm to room temperature. The progress of the reaction was checked by TLC (cyclohexane/AcOEt 9:1). After 1 hour ... The reactants are CN(C)C=O, CCOC(C)=O, Clc1nc(Cl)nc(Cl)n1, CC(C)C1(C(N)=O)CCN(C(=O)OC(C)(C)C)CC1, O. The product is CC(C)C1(C#N)CCN(C(=O)OC(C)(C)C)CC1. Reaction SMILES: [CH3:29][N:30]([CH3:31])[CH:32]=[O:33].[CH3:35][CH2:36][O:37][C:38](=[O:39])[CH3:40].[Cl:20][c:21]1[n:22][c:23]([Cl:24])[n:25][c:26]([Cl:27])[n:28]1.[NH2:1][C:2](=[O:3])[C:4]1([CH:17]([CH3:18])[CH3:19])[CH2:5][CH2:6][N:7]([C:10](=[O:11])[O:12][C:13]([CH3:14])([CH3:15])[CH3:16])[CH2:8][CH2:9]1.[OH2:34]>>[N:1]#[C:2][C:4]1([CH:17]([CH3:18])[CH3:19])[CH2:5][CH2:6][N:7]([C:10](=[O:11])[O:12][C:13]([CH3:14])([CH3:15])[CH3:16])[CH2:8][CH2:9]1. Reactants: CC1(CCN(CC1)CC1=CC=C(C=C1)B1OC(C(O1)(C)C)(C)C)C (4,4-dimethyl-1-[4-(4,4,5,5-tetramethyl-[1,3,2]dioxaborolan-2-yl)-benzyl]-piperidine), IC1=CC2=C(NC3=C2C=C(N=C3)Br)N=C1 (3-iodo-6-bromo-9H-dipyrido[2,3-b;4′,3′-d]pyrrole), 1,1′-[bis(diphenylphosphino)ferrocene]dichloropalladium(II). Run in [F-].[K+] (potassium fluoride), C(C)#N (acetonitrile), C(C)(=O)OCC (ethyl acetate). Conditions: temperature 80 celsius. The product is BrC1=CC=2C3=C(NC2C=N1)N=CC(=C3)C3=CC=C(C=C3)CN3CCC(CC3)(C)C (6-Bromo-3-[4-(4,4-dimethylpiperidin-1-ylmethyl)-phenyl]-9H-dipyrido[2,3-b;4′,3′-d]pyrrole). Yield: 32.5%. RXN SMILES: [CH3:1][C:2]1([CH3:24])[CH2:7][CH2:6][N:5]([CH2:8][C:9]2[CH:14]=[CH:13][C:12](B3OC(C)(C)C(C)(C)O3)=[CH:11][CH:10]=2)[CH2:4][CH2:3]1.I[C:26]1[CH:39]=[N:38][C:29]2[NH:30][C:31]3[CH:36]=[N:35][C:34]([Br:37])=[CH:33][C:32]=3[C:28]=2[CH:27]=1>[F-].[K+].C(#N)C.C(OCC)(=O)C>[Br:37][C:34]1[N:35]=[CH:36][C:31]2[NH:30][C:29]3[N:38]=[CH:39][C:26]([C:12]4[CH:11]=[CH:10][C:9]([CH2:8][N:5]5[CH2:4][CH2:3][C:2]([CH3:1])([CH3:24])[CH2:7][CH2:6]5)=[CH:14][CH:13]=4)=[CH:27][C:28]=3[C:32]=2[CH:33]=1 |f:2.3|. Reported procedure: A degassed mixture of 4,4-dimethyl-1-[4-(4,4,5,5-tetramethyl-[1,3,2]dioxaborolan-2-yl)-benzyl]-piperidine (836 mg, 2.5 mmol), 3-iodo-6-bromo-9H-dipyrido[2,3-b;4′,3′-d]pyrrole (500 mg, 1.3 mmol), 1,1′-[bis(diphenylphosphino)ferrocene]dichloropalladium(II) (109 mg, 0.13 mmol) in 1N aqueous potassium fluoride solution (25 mL) and acetonitrile (25 mL) was heated at 80° C. for 18 h. The cooled reaction mixture was diluted with ethyl acetate (100 mL) then washed with water (75 mL). The organic phase w...